This data is from the Open Reaction Database (ORD), a public repository of structured organic reaction records. The task is: describe an organic reaction: reactants, conditions, products, and yield Reactants: OC1=CC=NC2=CC=CC=C12 (4-hydroxyquinoline), C(=O)(O)CCN1C(SCC1=O)=S (3-carboxyethylrhodanine), N,N-dicyclohexylcarbodiimide. Solvent: O1CCCC1 (tetrahydrofuran). Reaction conditions: time 8 hour. The product is N1=CC=C(C2=CC=CC=C12)OC(=O)CCN1C(SCC1=O)=S (3-(4-quinolyloxycarbonylethyl)rhodanine). As a reaction SMILES: [OH:1][C:2]1[C:11]2[C:6](=[CH:7][CH:8]=[CH:9][CH:10]=2)[N:5]=[CH:4][CH:3]=1.[C:12]([CH2:15][CH2:16][N:17]1[C:21](=[O:22])[CH2:20][S:19][C:18]1=[S:23])(O)=[O:13]>O1CCCC1>[N:5]1[C:6]2[C:11](=[CH:10][CH:9]=[CH:8][CH:7]=2)[C:2]([O:1][C:12]([CH2:15][CH2:16][N:17]2[C:21](=[O:22])[CH2:20][S:19][C:18]2=[S:23])=[O:13])=[CH:3][CH:4]=1. Procedure details: Three g of 4-hydroxyquinoline and 2 g of 3-carboxyethylrhodanine were added to 200 ml of tetrahydrofuran. Two g of N,N-dicyclohexylcarbodiimide was added to the solution. The material was stirred at room temperature for 8 hours. The resulting insoluble matters were removed by filtration. One l of ethyl acetate was added to the filtrate. The resulting crystal was filtered off to obtain 2.2 g of 3-(4-quinolyloxycarbonylethyl)rhodanine. RXN SMILES: [CH2:1]([C:5]1[CH:10]=[CH:9][C:8]([CH:11]([O:16][CH2:17][CH2:18][CH2:19][OH:20])[CH2:12][CH2:13][CH2:14][CH3:15])=[CH:7][CH:6]=1)[CH:2]([CH3:4])[CH3:3].CC(C)=[O:23].OS(O)(=O)=O.O=[Cr](=O)=O.CC(O)C.C(OCC)(=O)C>CC(C)=O>[CH2:1]([C:5]1[CH:6]=[CH:7][C:8]([CH:11]([O:16][CH2:17][CH2:18][C:19]([OH:23])=[O:20])[CH2:12][CH2:13][CH2:14][CH3:15])=[CH:9][CH:10]=1)[CH:2]([CH3:4])[CH3:3] |f:1.2.3|. Procedure details: Chromium(VI) oxide was dissolved in an aqueous solution of sulfuric acid, and diluted with water to give a Jones reagent. To a solution of 3-[1-(4-isobutylphenyl)pentyloxy]propanol in acetone was added the obtained Jones reagent at room temperature until an orange-brown color persisted. After 10 minutes, 2-propanol was added to the reaction mixture. Ethyl acetate was added thereto, and the mixture was washed with water and brine, dried over magnesium sulfate and concentrated. Silica gel column c... Conditions: time 10 minute. Product: C(C(C)C)C1=CC=C(C=C1)C(CCCC)OCCC(=O)O (3-[1-(4-isobutylphenyl)pentyloxy]propionic acid). Run in CC(=O)C (acetone). Starting materials: C(C(C)C)C1=CC=C(C=C1)C(CCCC)OCCCO (3-[1-(4-isobutylphenyl)pentyloxy]propanol), CC(=O)C.OS(=O)(=O)O.O=[Cr](=O)=O (Jones reagent), C(C)(=O)OCC (Ethyl acetate), CC(C)O (2-propanol). Reactants: C1CCC2=NCCCN2CC1, C1CCOC1, CC(C)S(=O)(=O)Cl, CN(C)S(=O)(=O)NCC(C)(F)c1ccc(-c2cccc(N)c2)cc1. Product: CC(C)S(=O)(=O)Nc1cccc(-c2ccc(C(C)(F)CNS(=O)(=O)N(C)C)cc2)c1. RXN SMILES: [CH2:32]1[CH2:33][CH2:34][C:35]2=[N:40][CH2:39][CH2:38][CH2:37][N:36]2[CH2:41][CH2:42]1.[CH2:43]1[O:44][CH2:45][CH2:46][CH2:47]1.[CH3:1][CH:2]([CH3:3])[S:4](=[O:5])(=[O:6])[Cl:7].[NH2:8][c:9]1[cH:10][c:11](-[c:15]2[cH:16][cH:17][c:18]([C:21]([CH2:22][NH:23][S:24](=[O:25])(=[O:26])[N:27]([CH3:28])[CH3:29])([CH3:30])[F:31])[cH:19][cH:20]2)[cH:12][cH:13][cH:14]1>>[CH3:1][CH:2]([CH3:3])[S:4](=[O:5])(=[O:6])[NH:8][c:9]1[cH:10][c:11](-[c:15]2[cH:16][cH:17][c:18]([C:21]([CH2:22][NH:23][S:24](=[O:25])(=[O:26])[N:27]([CH3:28])[CH3:29])([CH3:30])[F:31])[cH:19][cH:20]2)[cH:12][cH:13][cH:14]1. Starting materials: ICCl (iodochloromethane), FC(C=1C(=CC=CC1)C=O)(F)F (α,α,α-trifluoro-o-tolualdehyde), C[Li] (methyllithium). Solvent: O1CCCC1 (tetrahydrofuran). Run at temperature -78 celsius. Yields the product FC(C1=C(C=CC=C1)C1OC1)(F)F (2-(2-Trifluoromethyl-phenyl)oxirane). RXN SMILES: [F:1][C:2]([F:12])([F:11])[C:3]1[C:4]([CH:9]=[O:10])=[CH:5][CH:6]=[CH:7][CH:8]=1.I[CH2:14]Cl.C[Li]>O1CCCC1>[F:1][C:2]([F:11])([F:12])[C:3]1[CH:8]=[CH:7][CH:6]=[CH:5][C:4]=1[CH:9]1[CH2:14][O:10]1. Reported procedure: α,α,α-trifluoro-o-tolualdehyde (3 g) was dissolved in anhydrous tetrahydrofuran and cooled to -78° C., iodochloromethane (1.38 ml) was then added, followed by methyllithium (1.5M complexed with lithium bromide) (12 ml) added over 5 minutes. The reaction was left to warm up to room temperature overnight. The reaction was quenched using saturated ammonium chloride solution and extracted using diethyl ether (2×50 ml). The combined organic extracts were washed with brine, dried (MgSO4) and concentra...